This data is from the Open Reaction Database (ORD), a public repository of structured organic reaction records. The task is: describe an organic reaction: reactants, conditions, products, and yield The reactants are CC1(OCCC(C1)CO)C ((2,2-dimethyltetrahydro-2H-pyran-4-yl)methanol), C(Br)(Br)(Br)Br (carbon tetrabromide), C1(=CC=CC=C1)P(C1=CC=CC=C1)C1=CC=CC=C1 (triphenylphosphine), O (Water). Run in ClCCl (dichloromethane). Run at time 20 hour. Yields the product BrCC1CC(OCC1)(C)C (4-(bromomethyl)-2,2-dimethyltetrahydro-2H-pyran). Isolated yield 30.6%. As a reaction SMILES: [CH3:1][C:2]1([CH3:10])[CH2:7][CH:6]([CH2:8]O)[CH2:5][CH2:4][O:3]1.C(Br)(Br)(Br)[Br:12].C1(P(C2C=CC=CC=2)C2C=CC=CC=2)C=CC=CC=1.O>ClCCl>[Br:12][CH2:8][CH:6]1[CH2:5][CH2:4][O:3][C:2]([CH3:10])([CH3:1])[CH2:7]1. Procedure: To a solution of (2,2-dimethyltetrahydro-2H-pyran-4-yl)methanol (2.50 g) in dichloromethane (30 mL) were added carbon tetrabromide (6.80 g) and triphenylphosphine (5.40 g), and the mixture was stirred at room temperature for 20 hr. Water was added and the mixture was extracted with diethyl ether. The extract was dried over anhydrous sodium sulfate and the solvent was evaporated under reduced pressure. The residue was purified by silica gel column chromatography (petroleum ether) to give the titl... Reactants: FC1=C(C=CC=C1)N1N=CC=C1C1=NN(C=CC1=O)C=1C=C(C=CC1)NC(C)=O (N-(3-{3-[2-(2-Fluoro-phenyl)-2H-pyrazol-3-yl]-4-oxo-4H-pyridazin-1-yl}-phenyl)-acetamide), CI (methyl iodide), [H-].[Na+] (sodium hydride). The solvent is CN(C)C=O (DMF). Yields the product FC1=C(C=CC=C1)N1N=CC=C1C1=NN(C=CC1=O)C=1C=C(C=CC1)N(C(C)=O)C (N-(3-{3-[2-(2-Fluoro-phenyl)-2H-pyrazol-3-yl]-4-oxo-4H-pyridazin-1-yl}-phenyl)-N-methyl-acetamide). RXN SMILES: [F:1][C:2]1[CH:7]=[CH:6][CH:5]=[CH:4][C:3]=1[N:8]1[C:12]([C:13]2[C:18](=[O:19])[CH:17]=[CH:16][N:15]([C:20]3[CH:21]=[C:22]([NH:26][C:27](=[O:29])[CH3:28])[CH:23]=[CH:24][CH:25]=3)[N:14]=2)=[CH:11][CH:10]=[N:9]1.[CH3:30]I.[H-].[Na+]>CN(C=O)C>[F:1][C:2]1[CH:7]=[CH:6][CH:5]=[CH:4][C:3]=1[N:8]1[C:12]([C:13]2[C:18](=[O:19])[CH:17]=[CH:16][N:15]([C:20]3[CH:21]=[C:22]([N:26]([CH3:30])[C:27](=[O:29])[CH3:28])[CH:23]=[CH:24][CH:25]=3)[N:14]=2)=[CH:11][CH:10]=[N:9]1 |f:2.3|. Procedure: The product was obtained starting from N-(3-{3-[2-(2-Fluoro-phenyl)-2H-pyrazol-3-yl]-4-oxo-4H-pyridazin-1-yl}-phenyl)-acetamide (example 292) and methyl iodide in presence of sodium hydride in DMF at room temperature over night. MS: M=404.4 (M+H)+